This data is from the Open Reaction Database (ORD), a public repository of structured organic reaction records. The task is: describe an organic reaction: reactants, conditions, products, and yield The reactants are CN(C)C=O, CC(=O)O, Cc1oc(-c2ccccc2)nc1CCl, [H-], [Na+], O, O=C1NC(=O)C(=Cc2ccc(O)cc2)S1. The product is Cc1oc(-c2ccccc2)nc1COc1ccc(C=C2SC(=O)NC2=O)cc1. Reaction SMILES: [CH3:33][N:34]([CH3:35])[CH:36]=[O:37].[CH3:38][C:39](=[O:40])[OH:41].[Cl:18][CH2:19][c:20]1[n:21][c:22](-[c:26]2[cH:27][cH:28][cH:29][cH:30][cH:31]2)[o:23][c:24]1[CH3:25].[H-:1].[Na+:2].[OH2:32].[OH:3][c:4]1[cH:5][cH:6][c:7]([CH:8]=[C:9]2[C:10](=[O:15])[NH:11][C:12](=[O:14])[S:13]2)[cH:16][cH:17]1>>[O:3]([c:4]1[cH:5][cH:6][c:7]([CH:8]=[C:9]2[C:10](=[O:15])[NH:11][C:12](=[O:14])[S:13]2)[cH:16][cH:17]1)[CH2:19][c:20]1[n:21][c:22](-[c:26]2[cH:27][cH:28][cH:29][cH:30][cH:31]2)[o:23][c:24]1[CH3:25]. Starting materials: O=C([O-])O, Cc1cncc2[nH]c3ccccc3c12, O=C1CCC(=O)N1Cl, Cl, [Na+]. Product: Cc1cncc2[nH]c3ccc(Cl)cc3c12. As a reaction SMILES: [C:23](=[O:24])([OH:25])[O-:26].[CH3:1][c:2]1[cH:3][n:4][cH:5][c:6]2[nH:7][c:8]3[cH:9][cH:10][cH:11][cH:12][c:13]3[c:14]12.[Cl:15][N:16]1[C:17](=[O:18])[CH2:19][CH2:20][C:21]1=[O:22].[ClH:28].[Na+:27]>>[CH3:1][c:2]1[cH:3][n:4][cH:5][c:6]2[nH:7][c:8]3[cH:9][cH:10][c:11]([Cl:15])[cH:12][c:13]3[c:14]12. Reactants: C(C)(C)(C)OC([C@H]1N(CCC1)C([C@@H](NC(CCC(C=1SC=CC1)=O)(C(=O)OC)C(=O)OC)C)=O)=O (N-[1,1-dimethoxycarbonyl-4-oxo-4-(2-thienyl)butyl]-L-alanyl-L-proline t-butyl ester), FC(C(=O)O)(F)F (trifluoroacetic acid). Conditions: time 2 hour. The product is FC(C(=O)O)(F)F.COC(=O)C(CCC(C=1SC=CC1)=O)(C(=O)OC)N[C@@H](C)C(=O)N1[C@H](C(=O)O)CCC1 (N-[1,1-dimethoxycarbonyl-4-oxo-4-(2-thienyl)butyl]-L-alanyl-L-proline trifluoroacetate). Reaction SMILES: C([O:5][C:6](=[O:35])[C@@H:7]1[CH2:11][CH2:10][CH2:9][N:8]1[C:12](=[O:34])[C@H:13]([CH3:33])[NH:14][C:15]([C:29]([O:31][CH3:32])=[O:30])([C:25]([O:27][CH3:28])=[O:26])[CH2:16][CH2:17][C:18](=[O:24])[C:19]1[S:20][CH:21]=[CH:22][CH:23]=1)(C)(C)C.[F:36][C:37]([F:42])([F:41])[C:38]([OH:40])=[O:39]>>[F:36][C:37]([F:42])([F:41])[C:38]([OH:40])=[O:39].[CH3:32][O:31][C:29]([C:15]([NH:14][C@H:13]([C:12]([N:8]1[CH2:9][CH2:10][CH2:11][C@H:7]1[C:6]([OH:35])=[O:5])=[O:34])[CH3:33])([C:25]([O:27][CH3:28])=[O:26])[CH2:16][CH2:17][C:18](=[O:24])[C:19]1[S:20][CH:21]=[CH:22][CH:23]=1)=[O:30] |f:2.3|. Reported procedure: A mixture of N-[1,1-dimethoxycarbonyl-4-oxo-4-(2-thienyl)butyl]-L-alanyl-L-proline t-butyl ester (Example 31; 1.5 g.) and trifluoroacetic acid (20 ml.) was kept at laboratory temperature for 2 hours and then evaporated to dryness under reduced pressure at less than 30° C., using toluene as described in Example 20. There was thus obtained as an oil N-[1,1-dimethoxycarbonyl-4-oxo-4-(2-thienyl)butyl]-L-alanyl-L-proline trifluoroacetate. The reactants are C1(CCCC1)C[C@@H](C(=O)N1N(CC[C@H]1C(=O)NC1=NC=NC=C1)C)CN(OCC1=CC=CC=C1)C=O ((3S)-2-[(2R)-3-Cyclopentyl-2-({formyl[(phenylmethyl)oxy]amino}methyl)propanoyl]-1-methyl-N-4-pyrimidinyl-3-pyrazolidinecarboxamide). Reagents/catalysts: [OH-].[OH-].[Pd+2] (palladium hydroxide on carbon). The solvent is CO (methanol). Conditions: time 2 hour. Product: C1(CCCC1)C[C@@H](C(=O)N1N(CC[C@H]1C(=O)NC1=NC=NC=C1)C)CN(O)C=O ((3S)-2-((2R)-3-cyclopentyl-2-{[formyl(hydroxy)amino]methyl}propanoyl)-1-methyl-N-4-pyrimidinyl-3-pyrazolidinecarboxamide). Yield: 71.2%. As a reaction SMILES: [CH:1]1([CH2:6][C@H:7]([CH2:25][N:26]([CH:35]=[O:36])[O:27]CC2C=CC=CC=2)[C:8]([N:10]2[C@H:14]([C:15]([NH:17][C:18]3[CH:23]=[CH:22][N:21]=[CH:20][N:19]=3)=[O:16])[CH2:13][CH2:12][N:11]2[CH3:24])=[O:9])[CH2:5][CH2:4][CH2:3][CH2:2]1>CO.[OH-].[OH-].[Pd+2]>[CH:1]1([CH2:6][C@H:7]([CH2:25][N:26]([CH:35]=[O:36])[OH:27])[C:8]([N:10]2[C@H:14]([C:15]([NH:17][C:18]3[CH:23]=[CH:22][N:21]=[CH:20][N:19]=3)=[O:16])[CH2:13][CH2:12][N:11]2[CH3:24])=[O:9])[CH2:2][CH2:3][CH2:4][CH2:5]1 |f:2.3.4|. Procedure: (3S)-2-[(2R)-3-Cyclopentyl-2-({formyl[(phenylmethyl)oxy]amino}methyl)propanoyl]-1-methyl-N-4-pyrimidinyl-3-pyrazolidinecarboxamide (120 mg, 0.243 mmol) was dissolved in methanol (14 mL). To this mixture was added palladium hydroxide on carbon (34.1 mg, 0.049 mmol). The reaction mixture was degassed and placed under 1 atm of H2. After 2 h, the reaction mixture was filtered and concentrated. The residue was purified by RP-HPLC to afford (3S)-2-((2R)-3-cyclopentyl-2-{[formyl(hydroxy)amino]methyl}pr... RXN SMILES: [Br:1][c:2]1[cH:3][cH:4][c:5]([CH:8]([CH3:9])[N:10]2[C:11](=[O:26])[O:12][C:13]([c:16]3[cH:17][cH:18][cH:19][cH:20][cH:21]3)([CH2:22][C:23](=[CH2:24])[CH3:25])[CH2:14][CH2:15]2)[cH:6][cH:7]1.[CH3:41][O:42][C:43]([CH3:44])([CH3:45])[CH3:46].[Cl:27][CH2:28][Cl:29].[OH:30][O:31][C:32]([c:33]1[cH:34][c:35]([Cl:36])[cH:37][cH:38][cH:39]1)=[O:40]>>[Br:1][c:2]1[cH:3][cH:4][c:5]([CH:8]([CH3:9])[N:10]2[C:11](=[O:26])[O:12][C:13]([c:16]3[cH:17][cH:18][cH:19][cH:20][cH:21]3)([CH2:22][C:23]3([CH3:25])[CH2:24][O:30]3)[CH2:14][CH2:15]2)[cH:6][cH:7]1. The product is CC(c1ccc(Br)cc1)N1CCC(CC2(C)CO2)(c2ccccc2)OC1=O. Reactants: C=C(C)CC1(c2ccccc2)CCN(C(C)c2ccc(Br)cc2)C(=O)O1, COC(C)(C)C, ClCCl, O=C(OO)c1cccc(Cl)c1. The reactants are ClC1=C(CN2C(=NC=3C2=NC(=CC3)C(=O)OC)C)C=CC(=C1)C=C (methyl 3-(2-chloro-4-vinylbenzyl)-2-methyl-3H-imidazo[4,5-b]pyridine-5-carboxylate), C(Cl)(Cl)Cl.C(C)(=O)OCC (chloroform ethyl acetate). Reagents/catalysts: [Pt](=O)=O (platinum dioxide). Run in O1CCOCC1 (1,4-dioxane). Product: ClC1=C(CN2C(=NC=3C2=NC(=CC3)C(=O)OC)C)C=CC(=C1)CC (Methyl 3-(2-chloro-4-ethylbenzyl)-2-methyl-3H-imidazo[4,5-b]pyridine-5-carboxylate). Yield: 92.5%. RXN SMILES: [Cl:1][C:2]1[CH:22]=[C:21]([CH:23]=[CH2:24])[CH:20]=[CH:19][C:3]=1[CH2:4][N:5]1[C:9]2=[N:10][C:11]([C:14]([O:16][CH3:17])=[O:15])=[CH:12][CH:13]=[C:8]2[N:7]=[C:6]1[CH3:18].C(Cl)(Cl)Cl.C(OCC)(=O)C>O1CCOCC1.[Pt](=O)=O>[Cl:1][C:2]1[CH:22]=[C:21]([CH2:23][CH3:24])[CH:20]=[CH:19][C:3]=1[CH2:4][N:5]1[C:9]2=[N:10][C:11]([C:14]([O:16][CH3:17])=[O:15])=[CH:12][CH:13]=[C:8]2[N:7]=[C:6]1[CH3:18] |f:1.2|. Procedure details: To a solution of methyl 3-(2-chloro-4-vinylbenzyl)-2-methyl-3H-imidazo[4,5-b]pyridine-5-carboxylate (230 mg, 0.67 mmol) in 1,4-dioxane (4.6 ml) was added platinum dioxide (23 mg) and the mixture was subjected to catalytic reduction at normal temperature. Six hours later, the reaction mixture was filtered through Celite and the filtrate was concentrated to give black crystals. The obtained crystals were subjected to flash silica gel chromatography (silica gel 40 ml, eluent: chloroform/ethyl aceta...